Dataset: the Open Reaction Database (ORD), a public repository of structured organic reaction records. Task: describe an organic reaction: reactants, conditions, products, and yield Solvent: CC(=O)C (acetone). Procedure details: In a 250 mL round bottomed flask equipped with a drying tube and a condenser, a solution of cycloheptatriene (30.7 g, 300 mmol), bromoform (25.3 g, 100 mmol), anhydrous K2CO3 (15.0 g, 109 mmol), and 18-crown-6 (0.75 g) was heated with stirring at 145° C. for 9-10 h. The solution was allowed to cool and diluted with an equal volume of acetone. Silica gel (15.0 g) was added to reaction mixture and the insoluble solid residue was separated via vacuum filtration and the filter cake washed with aceto... Run at temperature 145 celsius, time 9.5 hour. As a reaction SMILES: [CH:1]1[CH2:7][CH:6]=[CH:5][CH:4]=[CH:3][CH:2]=1.[CH:8]([Br:11])(Br)Br.C([O-])([O-])=O.[K+].[K+].C1OCCOCCOCCOCCOCCOC1>CC(C)=O>[Br:11][CH:8]1[C:6]2=[CH:5][CH:4]=[CH:3][CH:2]=[C:7]2[CH2:1]1 |f:2.3.4|. Product: BrC1CC=2C1=CC=CC2 (1-bromobenzocyclobutene). The reactants are C1=CC=CC=CC1 (cycloheptatriene), C(Br)(Br)Br (bromoform), C(=O)([O-])[O-].[K+].[K+] (K2CO3), C1COCCOCCOCCOCCOCCO1 (18-crown-6). The reactants are CCCCC1CCNCC1, CC#N, O=c1sc2ccccc2n1CCCCCCl, [K+], [K+], O=C([O-])[O-]. The product is CCCCC1CCN(CCCCCn2c(=O)sc3ccccc32)CC1. RXN SMILES: [CH2:17]([CH2:18][CH2:19][CH3:20])[CH:21]1[CH2:22][CH2:23][NH:24][CH2:25][CH2:26]1.[CH3:33][C:34]#[N:35].[Cl:1][CH2:2][CH2:3][CH2:4][CH2:5][CH2:6][n:7]1[c:8](=[O:16])[s:9][c:10]2[c:11]1[cH:12][cH:13][cH:14][cH:15]2.[K+:27].[K+:28].[O-:29][C:30]([O-:31])=[O:32]>>[CH2:2]([CH2:3][CH2:4][CH2:5][CH2:6][n:7]1[c:8](=[O:16])[s:9][c:10]2[c:11]1[cH:12][cH:13][cH:14][cH:15]2)[N:24]1[CH2:23][CH2:22][CH:21]([CH2:17][CH2:18][CH2:19][CH3:20])[CH2:26][CH2:25]1. Reactants: C(C)OC(C(CC)(C)NC(=O)C1=C(C2=CC=CC=C2C(=C1)Cl)OCC1CCNCC1)=O (2-{[4-chloro-1-(piperidin-4-yl-methoxy)-naphthalene-2-carbonyl]-amino}-2-methyl-butyric acid ethyl ester), CO (MeOH), [OH-].[Na+] (sodium hydroxide). Run in C1CCOC1 (THF). Procedure details: A solution of 70 mg of 2-{[4-chloro-1-(piperidin-4-yl-methoxy)-naphthalene-2-carbonyl]-amino}-2-methyl-butyric acid ethyl ester (see example 160, step b)) in 4 mL THF and 1 mL MeOH was treated with 4 mL of 2 M aqueous sodium hydroxide. The reaction mixture was stirred at room temperature overnight. The organic solvent was removed in vacuo. The residue was taken up in 6 ml of water and it was treated with 2 M hydrochloric acid to adjust the pH to 6-7, then extracted with ethyl acetate. The organi... Product: ClC1=CC(=C(C2=CC=CC=C12)OCC1CCNCC1)C(=O)NC(C(=O)O)(CC)C (2-{[4-chloro-1-(piperidin-4-yl-methoxy)-naphthalene-2-carbonyl]-amino}-2-methyl-butyric acid). As a reaction SMILES: C([O:3][C:4](=[O:31])[C:5]([NH:9][C:10]([C:12]1[CH:21]=[C:20]([Cl:22])[C:19]2[C:14](=[CH:15][CH:16]=[CH:17][CH:18]=2)[C:13]=1[O:23][CH2:24][CH:25]1[CH2:30][CH2:29][NH:28][CH2:27][CH2:26]1)=[O:11])([CH3:8])[CH2:6][CH3:7])C.CO.[OH-].[Na+]>C1COCC1>[Cl:22][C:20]1[C:19]2[C:14](=[CH:15][CH:16]=[CH:17][CH:18]=2)[C:13]([O:23][CH2:24][CH:25]2[CH2:30][CH2:29][NH:28][CH2:27][CH2:26]2)=[C:12]([C:10]([NH:9][C:5]([CH3:8])([CH2:6][CH3:7])[C:4]([OH:31])=[O:3])=[O:11])[CH:21]=1 |f:2.3|. The yield is 48.8%. Reaction conditions: time 8 hour. Starting materials: Cc1cc(Br)c2nc(Cl)n[n+]([O-])c2c1, CCOC(C)=O, [H-], [Na+], C1CCOC1, O, OCC(F)(F)F. Yields the product Cc1cc(Br)c2nc(OCC(F)(F)F)n[n+]([O-])c2c1. As a reaction SMILES: [Br:3][c:4]1[cH:5][c:6]([CH3:16])[cH:7][c:8]2[c:9]1[n:10][c:11]([Cl:15])[n:12][n+:13]2[O-:14].[CH3:17][CH2:18][O:19][C:20](=[O:21])[CH3:22].[H-:1].[Na+:2].[O:30]1[CH2:31][CH2:32][CH2:33][CH2:34]1.[OH2:23].[OH:24][CH2:25][C:26]([F:27])([F:28])[F:29]>>[Br:3][c:4]1[cH:5][c:6]([CH3:16])[cH:7][c:8]2[c:9]1[n:10][c:11]([O:24][CH2:25][C:26]([F:27])([F:28])[F:29])[n:12][n+:13]2[O-:14].